Dataset: the Open Reaction Database (ORD), a public repository of structured organic reaction records. Task: describe an organic reaction: reactants, conditions, products, and yield Starting materials: C(C)(C)(C)OC(=O)N1CCN(CC1)C1=C(C=CC=C1)COC (4-(2-methoxymethyl-phenyl)-piperazine-1-carboxylic acid tert-butyl ester), Cl (HCl). Run in O1CCOCC1 (dioxan), O1CCOCC1 (dioxane). Conditions: time 16 hour. Yields the product COCC1=C(C=CC=C1)N1CCNCC1 (1-(2-Methoxymethyl-phenyl)-piperazine). RXN SMILES: C(OC([N:8]1[CH2:13][CH2:12][N:11]([C:14]2[CH:19]=[CH:18][CH:17]=[CH:16][C:15]=2[CH2:20][O:21][CH3:22])[CH2:10][CH2:9]1)=O)(C)(C)C.Cl>O1CCOCC1>[CH3:22][O:21][CH2:20][C:15]1[CH:16]=[CH:17][CH:18]=[CH:19][C:14]=1[N:11]1[CH2:12][CH2:13][NH:8][CH2:9][CH2:10]1. Reported procedure: A solution of 4-(2-methoxymethyl-phenyl)-piperazine-1-carboxylic acid tert-butyl ester (prepared as described herein below) in dioxan was treated with 4 eq. of 4M HCl in dioxane and stirred at RT for 16 h. After neutralization, the mixture was completely evaporated to give the crude title compound. The reactants are C(C)(C)(C)OC(=O)N1CCC(CC1)OC1=C(C=C(C=C1)NCC=CC1=CC(=CC=C1OCC1=CC=C(C=C1)OC)C#N)C(F)(F)F (4-(N′-(t-butoxycarbonyl)piperidin-4-yl)oxy-3-trifluoromethyl-N-(3-(6-((4-methoxybenzyl)oxy)-3-cyanophenyl)prop-2-en-1-yl)benzenamine), ClC(CCC(=O)OCC)=O (ethyl 4-chloro-4-oxobutyrate), N1=CC=CC=C1 (pyridine). The solvent is C(Cl)Cl (CH2Cl2), C(Cl)Cl (CH2Cl2). Product: C(C)(C)(C)OC(=O)N1CCC(CC1)OC1=C(C=C(C=C1)N(CC=CC1=CC(=CC=C1OCC1=CC=C(C=C1)OC)C#N)C(=O)CCC(=O)OCC)C(F)(F)F (4-(N′-(t-butoxycarbonyl)piperidin-4-yl)oxy-3-trifluoromethyl-N-(2-(ethoxycarbonyl)ethylcarbonyl)-N-(3-(6-((4-methoxybenzyl)oxy)-3-cyanophenyi)prop-2-en-1-yl)benzenamine). RXN SMILES: [C:1]([O:5][C:6]([N:8]1[CH2:13][CH2:12][CH:11]([O:14][C:15]2[CH:20]=[CH:19][C:18]([NH:21][CH2:22][CH:23]=[CH:24][C:25]3[C:30]([O:31][CH2:32][C:33]4[CH:38]=[CH:37][C:36]([O:39][CH3:40])=[CH:35][CH:34]=4)=[CH:29][CH:28]=[C:27]([C:41]#[N:42])[CH:26]=3)=[CH:17][C:16]=2[C:43]([F:46])([F:45])[F:44])[CH2:10][CH2:9]1)=[O:7])([CH3:4])([CH3:3])[CH3:2].Cl[C:48](=[O:56])[CH2:49][CH2:50][C:51]([O:53][CH2:54][CH3:55])=[O:52].N1C=CC=CC=1>C(Cl)Cl>[C:1]([O:5][C:6]([N:8]1[CH2:9][CH2:10][CH:11]([O:14][C:15]2[CH:20]=[CH:19][C:18]([N:21]([C:48]([CH2:49][CH2:50][C:51]([O:53][CH2:54][CH3:55])=[O:52])=[O:56])[CH2:22][CH:23]=[CH:24][C:25]3[C:30]([O:31][CH2:32][C:33]4[CH:38]=[CH:37][C:36]([O:39][CH3:40])=[CH:35][CH:34]=4)=[CH:29][CH:28]=[C:27]([C:41]#[N:42])[CH:26]=3)=[CH:17][C:16]=2[C:43]([F:46])([F:44])[F:45])[CH2:12][CH2:13]1)=[O:7])([CH3:4])([CH3:2])[CH3:3]. Procedure: To 4-(N′-(t-butoxycarbonyl)piperidin-4-yl)oxy-3-trifluoromethyl-N-(3-(6-((4-methoxybenzyl)oxy)-3-cyanophenyl)prop-2-en-1-yl)benzenamine (1.39 g) in 20 mL of CH2Cl2 was added ethyl 4-chloro-4-oxobutyrate (0.43 g) and pyridine (1 mL) at 0° C. The resulting solution was allowed to warm to ambient temperature for 30 minutes and then diluted with 100 mL CH2Cl2. The organic layer was washed with saturated copper sulfate, dried and concentrated to afford 4-(N′-(t-butoxycarbonyl)piperidin-4-yl)oxy-3-tri...